This data is from the Open Reaction Database (ORD), a public repository of structured organic reaction records. The task is: describe an organic reaction: reactants, conditions, products, and yield Starting materials: ClC1=NC2=CC(=CC(=C2C(=C1C)Cl)F)F (2,4-dichloro-5,7-difluoro-3-methylquinoline), N1=CC=C(C=C1)B(O)O (pyridin-4-ylboronic acid), C([O-])([O-])=O.[K+].[K+] (potassium carbonate), palladium tetrakistriphenylphosphine. The solvent is C1(=CC=CC=C1)C (toluene). Reaction conditions: temperature 100 celsius, time 15 hour. Product: ClC1=C(C(=NC2=CC(=CC(=C12)F)F)C1=CC=NC=C1)C (4-chloro-5,7-difluoro-3-methyl-2-(4-pyridinyl)quinoline). RXN SMILES: Cl[C:2]1[C:11]([CH3:12])=[C:10]([Cl:13])[C:9]2[C:4](=[CH:5][C:6]([F:15])=[CH:7][C:8]=2[F:14])[N:3]=1.[N:16]1[CH:21]=[CH:20][C:19](B(O)O)=[CH:18][CH:17]=1.C(=O)([O-])[O-].[K+].[K+]>C1(C)C=CC=CC=1>[Cl:13][C:10]1[C:9]2[C:4](=[CH:5][C:6]([F:15])=[CH:7][C:8]=2[F:14])[N:3]=[C:2]([C:19]2[CH:20]=[CH:21][N:16]=[CH:17][CH:18]=2)[C:11]=1[CH3:12] |f:2.3.4|. Reported procedure: To a stirred solution of 2,4-dichloro-5,7-difluoro-3-methylquinoline (1.0 g, 4.03 mmol) in toluene (8.06 mL) was added pyridin-4-ylboronic acid (0.743 g, 6.05 mmol), potassium carbonate (1.11 g, 8.06 mmol) and palladium tetrakistriphenylphosphine (0.466 g, 0.403 mmol). The reaction was stirred at 100° C. and stirring continued for 15 h. The reaction mixture was cooled to rt and concentrated in vacuo. The crude material was purified by column chromatography on silica gel, eluting with (0-50% EtOA...